Dataset: the Open Reaction Database (ORD), a public repository of structured organic reaction records. Task: describe an organic reaction: reactants, conditions, products, and yield The reactants are ClC1=C(C=O)C=C(C=C1)[N+](=O)[O-] (2-chloro-5-nitrobenzaldehyde), N\C(=C/C(=O)OC)\C (methyl 3-aminocrotonate), C(CC(=O)C)(=O)OCC(CN(C)CC1=CC=CC=C1)(C)C (3-(N-benzyl-N-methylamino)-2,2-dimethylpropyl acetoacetate). The solvent is CC(C)O (2-propanol). Product: CC=1NC(=C(C(C1C(=O)OCC(CN(C)CC1=CC=CC=C1)(C)C)C1=C(C=CC(=C1)[N+](=O)[O-])Cl)C(=O)OC)C (3-(N-benzyl-N-methylamino)-2,2-dimethylpropyl methyl 2,6-dimethyl-4-(2-chloro-5-nitrophenyl)-1,4-dihydropyridine-3,5-dicarboxylate). The yield is 38.8%. As a reaction SMILES: [Cl:1][C:2]1[CH:9]=[CH:8][C:7]([N+:10]([O-:12])=[O:11])=[CH:6][C:3]=1[CH:4]=O.[NH2:13]/[C:14](/[CH3:20])=[CH:15]\[C:16]([O:18][CH3:19])=[O:17].[C:21]([O:27][CH2:28][C:29]([CH3:41])([CH3:40])[CH2:30][N:31]([CH2:33][C:34]1[CH:39]=[CH:38][CH:37]=[CH:36][CH:35]=1)[CH3:32])(=[O:26])[CH2:22][C:23]([CH3:25])=O>CC(O)C>[CH3:25][C:23]1[NH:13][C:14]([CH3:20])=[C:15]([C:16]([O:18][CH3:19])=[O:17])[CH:4]([C:3]2[CH:6]=[C:7]([N+:10]([O-:12])=[O:11])[CH:8]=[CH:9][C:2]=2[Cl:1])[C:22]=1[C:21]([O:27][CH2:28][C:29]([CH3:41])([CH3:40])[CH2:30][N:31]([CH2:33][C:34]1[CH:39]=[CH:38][CH:37]=[CH:36][CH:35]=1)[CH3:32])=[O:26]. Procedure details: A mixture of 185 mg of 2-chloro-5-nitrobenzaldehyde, 118 mg of methyl 3-aminocrotonate and 292 mg of 3-(N-benzyl-N-methylamino)-2,2-dimethylpropyl acetoacetate in 1 ml ml of 2-propanol was reacted and then purified in the same way as in Example 9 to yield 215 mg of the desired compound (148). The reactants are C1CCOC1, O=C(Cl)OCC(Cl)(Cl)Cl, Nc1ccc2ccccc2c1-c1ccc(CN2CCOCC2)nc1. Product: NC(=O)OCC(Cl)(Cl)Cl. As a reaction SMILES: [CH2:34]1[O:35][CH2:36][CH2:37][CH2:38]1.[Cl:25][C:26](=[O:27])[O:28][CH2:29][C:30]([Cl:31])([Cl:32])[Cl:33].[NH2:1][c:2]1[cH:3][cH:4][c:5]2[c:6]([cH:7][cH:8][cH:9][cH:10]2)[c:11]1-[c:12]1[cH:13][cH:14][c:15]([CH2:16][N:17]2[CH2:18][CH2:19][O:20][CH2:21][CH2:22]2)[n:23][cH:24]1>>[NH2:1][C:26](=[O:27])[O:28][CH2:29][C:30]([Cl:31])([Cl:32])[Cl:33]. The reactants are CN(CC1=NC2=CC=C(C=C2C=C1)[N+](=O)[O-])CCCOC1=CC=C(C=C1)[N+](=O)[O-] (N-Methyl-6-nitro-N-[(4-nitrophenoxy)propyl]-2-quinoline methanamine). The reagents and catalysts are O=[Pt]=O (PtO2). Run in C(C)O (ethanol). Conditions: time 4 hour. Product: NC=1C=C2C=CC(=NC2=CC1)CN(C)CCCOC1=CC=C(C=C1)N (6-Amino-N-[(4-aminophenoxy)propyl]-N-methyl-2-quinoline methanamine). Yield: 98.6%. Reaction SMILES: [CH3:1][N:2]([CH2:17][CH2:18][CH2:19][O:20][C:21]1[CH:26]=[CH:25][C:24]([N+:27]([O-])=O)=[CH:23][CH:22]=1)[CH2:3][C:4]1[CH:13]=[CH:12][C:11]2[C:6](=[CH:7][CH:8]=[C:9]([N+:14]([O-])=O)[CH:10]=2)[N:5]=1>C(O)C.O=[Pt]=O>[NH2:14][C:9]1[CH:10]=[C:11]2[C:6](=[CH:7][CH:8]=1)[N:5]=[C:4]([CH2:3][N:2]([CH2:17][CH2:18][CH2:19][O:20][C:21]1[CH:22]=[CH:23][C:24]([NH2:27])=[CH:25][CH:26]=1)[CH3:1])[CH:13]=[CH:12]2. Procedure: N-Methyl-6-nitro-N-[(4-nitrophenoxy)propyl]-2-quinoline methanamine (2.60 g, 6.57 mmol) was dissolved in ethanol (170 mL) containing PtO2 (0.39 g). The mixture was charged with H2 (g) (1 atm), stirred for 4 hours, and filtered through a pad of solka floc. The filtrate was concentrated to afford 2.18 g of product as a yellow oil that was used directly without purification. Starting materials: C#Cc1cccnc1, O=S(=O)(Oc1ccc(Cc2cc(C3(O)OC(CO)C(O)C(O)C3O)ccc2Cl)cc1)C(F)(F)F. Product: OCC1OC(O)(c2ccc(Cl)c(Cc3ccc(C#Cc4cccnc4)cc3)c2)C(O)C(O)C1O. RXN SMILES: [C:35](#[CH:36])[c:37]1[cH:38][n:39][cH:40][cH:41][cH:42]1.[Cl:1][c:2]1[c:3]([CH2:20][c:21]2[cH:22][cH:23][c:24]([O:27][S:28]([C:29]([F:30])([F:31])[F:32])(=[O:33])=[O:34])[cH:25][cH:26]2)[cH:4][c:5]([C:8]2([OH:9])[CH:10]([OH:11])[CH:12]([OH:13])[CH:14]([OH:15])[CH:16]([CH2:18][OH:19])[O:17]2)[cH:6][cH:7]1>>[Cl:1][c:2]1[c:3]([CH2:20][c:21]2[cH:22][cH:23][c:24]([C:36]#[C:35][c:37]3[cH:38][n:39][cH:40][cH:41][cH:42]3)[cH:25][cH:26]2)[cH:4][c:5]([C:8]2([OH:9])[CH:10]([OH:11])[CH:12]([OH:13])[CH:14]([OH:15])[CH:16]([CH2:18][OH:19])[O:17]2)[cH:6][cH:7]1. Reactants: C(#N)CCC(C(=O)O)OC1=CC=CC2=CC=CC=C12 (4-Cyano-2(R,S)-α-naphthoxybutyric acid), [OH-].[K+] (KOH), C(C)OC(C(C(=O)OCC)OC1=CC=CC2=CC=CC=C12)=O (α-naphthoxymalonic acid diethyl ester), C(C=C)#N (acrylonitrile). Solvent: C(C)(=O)OCC (ethyl acetate). Run at time 5 day. Yields the product C(C)OC(C(C(=O)OCC)(OC1=CC=CC2=CC=CC=C12)CCC#N)=O ((2-cyanoethyl)-α-naphthoxymalonic acid diethyl ester). RXN SMILES: [C:1]([CH2:3][CH2:4]C(OC1C2C(=CC=CC=2)C=CC=1)C(O)=O)#[N:2].[OH-].[K+].[CH2:22]([O:24][C:25](=[O:43])[CH:26]([O:32][C:33]1[C:42]2[C:37](=[CH:38][CH:39]=[CH:40][CH:41]=2)[CH:36]=[CH:35][CH:34]=1)[C:27]([O:29][CH2:30][CH3:31])=[O:28])[CH3:23].C(#N)C=C>C(OCC)(=O)C>[CH2:30]([O:29][C:27](=[O:28])[C:26]([CH2:4][CH2:3][C:1]#[N:2])([O:32][C:33]1[C:42]2[C:37](=[CH:38][CH:39]=[CH:40][CH:41]=2)[CH:36]=[CH:35][CH:34]=1)[C:25]([O:24][CH2:22][CH3:23])=[O:43])[CH3:31] |f:1.2|. Procedure details: 4-Cyano-2(R,S)-α-naphthoxybutyric acid: 0.11 ml of a 50% aqueous KOH solution is added at 0°, while stirring, to a mixture of 5.0 g of α-naphthoxymalonic acid diethyl ester and 1.09 ml of acrylonitrile. The reaction mixture is stirred for 5 days at room temperature and then dissolved in ethyl acetate. The ethyl acetate solution is washed with 2N sodium bicarbonate solution, 2N hydrochloric acid and brine, dried over sodium sulphate and concentrated by evaporation, leaving (2-cyanoethyl)-α-naphth...